Dataset: the Open Reaction Database (ORD), a public repository of structured organic reaction records. Task: describe an organic reaction: reactants, conditions, products, and yield Starting materials: CC(C)(C)C(=O)Nc1ccc2ccccc2n1, C1CCOC1, [Li]CCCC, O=CN1CCOCC1, Cl, O. Yields the product CC(C)(C)C(=O)Nc1nc2ccccc2cc1C=O. Reaction SMILES: [C:1]([C:2]([CH3:3])([CH3:4])[CH3:5])(=[O:6])[NH:7][c:8]1[n:9][c:10]2[cH:11][cH:12][cH:13][cH:14][c:15]2[cH:16][cH:17]1.[CH2:32]1[O:33][CH2:34][CH2:35][CH2:36]1.[CH3:18][CH2:19][CH2:20][CH2:21][Li:22].[CH:23](=[O:24])[N:25]1[CH2:26][CH2:27][O:28][CH2:29][CH2:30]1.[ClH:31].[OH2:37]>>[C:1]([C:2]([CH3:3])([CH3:4])[CH3:5])(=[O:6])[NH:7][c:8]1[n:9][c:10]2[cH:11][cH:12][cH:13][cH:14][c:15]2[cH:16][c:17]1[CH:23]=[O:24]. The reactants are FC1=CC=C(C=C1)C=1C(=NC(NC1)=O)C1=CC=NC=C1 (5-(4-fluorophenyl)-4-(4-pyridyl)-2-(1H)-pyrimidinone), P(=O)(Cl)(Cl)Cl (phosphorus oxychloride). Product: ClC1=NC=C(C(=N1)C1=CC=NC=C1)C1=CC=C(C=C1)F (2-Chloro-5-(4-fluorophenyl)-4-(4-pyridyl)-pyrimidine). As a reaction SMILES: [F:1][C:2]1[CH:7]=[CH:6][C:5]([C:8]2[C:9]([C:15]3[CH:20]=[CH:19][N:18]=[CH:17][CH:16]=3)=[N:10][C:11](=O)[NH:12][CH:13]=2)=[CH:4][CH:3]=1.P(Cl)(Cl)([Cl:23])=O>>[Cl:23][C:11]1[N:10]=[C:9]([C:15]2[CH:20]=[CH:19][N:18]=[CH:17][CH:16]=2)[C:8]([C:5]2[CH:6]=[CH:7][C:2]([F:1])=[CH:3][CH:4]=2)=[CH:13][N:12]=1. Procedure: A mixture of 5-(4-fluorophenyl)-4-(4-pyridyl)-2-(1H)-pyrimidinone (2.41 mmol) and phosphorus oxychloride (3 ml) was heated at reflux for 45 min. It was evaporated to dryness at a bath temperature of >500° C. The flask was cooled in an ice-bath and ice-water was added. If the pH value was found still acidic, then the mixture was neutralized with aqueous 5% ammonium hydroxide. It was extracted with dichloromethane, followed by washing of the organic solution with aqueous sodium chloride, drying an... Reactants: C(CCC)C=1NC=2C(=NC=CC2)N1 (2-butylimidazo[4,5-b]pyridine), [H-].[Na+] (NaH), C1(=CC=CC=C1)C(N1N=NN=C1C1=C(C=CC=C1)C1=CC=C(C=C1)CBr)(C1=CC=CC=C1)C1=CC=CC=C1 (N-triphenylmethyl-5-(4'-bromomethylbiphenyl-2-yl)tetrazole). Solvent: CN(C=O)C (dimethylformamide). Run at temperature 0 celsius, time 20 minute. The product is C(CCC)C1NC=2C(=NC=CC2)N1CC1=CC=C(C=C1)C1=C(C=CC=C1)C1=NN=NN1C(C1=CC=CC=C1)(C1=CC=CC=C1)C1=CC=CC=C1 (2-butyl-3-(2'-(N-triphenylmethyltetrazol-5-yl)biphen-4-yl)methyl-1H-imidazo[ 4,5-b]pyridine). Yield: 23.6%. As a reaction SMILES: [H-].[Na+].[CH2:3]([C:7]1[NH:8][C:9]2[C:10]([N:15]=1)=[N:11][CH:12]=[CH:13][CH:14]=2)[CH2:4][CH2:5][CH3:6].[C:16]1([C:22]([C:48]2[CH:53]=[CH:52][CH:51]=[CH:50][CH:49]=2)([C:42]2[CH:47]=[CH:46][CH:45]=[CH:44][CH:43]=2)[N:23]2[C:27]([C:28]3[CH:33]=[CH:32][CH:31]=[CH:30][C:29]=3[C:34]3[CH:39]=[CH:38][C:37]([CH2:40]Br)=[CH:36][CH:35]=3)=[N:26][N:25]=[N:24]2)[CH:21]=[CH:20][CH:19]=[CH:18][CH:17]=1>CN(C)C=O>[CH2:3]([CH:7]1[N:15]([CH2:40][C:37]2[CH:36]=[CH:35][C:34]([C:29]3[CH:30]=[CH:31][CH:32]=[CH:33][C:28]=3[C:27]3[N:23]([C:22]([C:48]4[CH:53]=[CH:52][CH:51]=[CH:50][CH:49]=4)([C:42]4[CH:43]=[CH:44][CH:45]=[CH:46][CH:47]=4)[C:16]4[CH:21]=[CH:20][CH:19]=[CH:18][CH:17]=4)[N:24]=[N:25][N:26]=3)=[CH:39][CH:38]=2)[C:10]2=[N:11][CH:12]=[CH:13][CH:14]=[C:9]2[NH:8]1)[CH2:4][CH2:5][CH3:6] |f:0.1|. Procedure: To a stirred suspension of NaH (102 mg of an 80% dispersion, 3.39 mmol) in dry dimethylformamide (6 mL) at rt was added 2-butylimidazo[4,5-b]pyridine (495 mg, 2.83 mmol) in one portion. After 20 minutes, the mixture was cooled to 0° C. and N-triphenylmethyl-5-(4'-bromomethylbiphenyl-2-yl)tetrazole (1.50 g, 2.70 mmol) was added in one portion. The resulting dark colored mixture was warmed to rt and stirred for 15 hours. The excess NaH was quenched with water (1 mL) and the bulk of the DMF was rem... Reactants: S1N=C(C2=C1C=CC=C2)N2CCNCC2 (N-(3-benzisothiazolyl)-piperazine), ClCCC=1C=C2CC(NC2=CC1)=O (5-(2-chloroethyl)-oxindole), C([O-])([O-])=O.[Na+].[Na+] (sodium carbonate), [I-].[Na+] (sodium iodide). Solvent: CC(=O)CC(C)C (methylisobutyl ketone). Yields the product Cl.S1N=C(C2=C1C=CC=C2)N2CCN(CC2)CCC=2C=C1CC(NC1=CC2)=O (5-(2-(4-(1,2-benzisothiazol-3-yl)-piperazinyl)ethyl)oxindole hydrochloride), 0.78. Isolated yield 59.0%. RXN SMILES: [S:1]1[C:5]2[CH:6]=[CH:7][CH:8]=[CH:9][C:4]=2[C:3]([N:10]2[CH2:15][CH2:14][NH:13][CH2:12][CH2:11]2)=[N:2]1.[Cl:16][CH2:17][CH2:18][C:19]1[CH:20]=[C:21]2[C:25](=[CH:26][CH:27]=1)[NH:24][C:23](=[O:28])[CH2:22]2.C(=O)([O-])[O-].[Na+].[Na+].[I-].[Na+]>CC(CC(C)C)=O>[ClH:16].[S:1]1[C:5]2[CH:6]=[CH:7][CH:8]=[CH:9][C:4]=2[C:3]([N:10]2[CH2:11][CH2:12][N:13]([CH2:17][CH2:18][C:19]3[CH:20]=[C:21]4[C:25](=[CH:26][CH:27]=3)[NH:24][C:23](=[O:28])[CH2:22]4)[CH2:14][CH2:15]2)=[N:2]1 |f:2.3.4,5.6,8.9|. Reported procedure: To a 125 ml round-bottom flask equipped with nitrogen inlet and condenser were added 0.70 grams (3.20mmol) N-(3-benzisothiazolyl)-piperazine, 0.62 grams (3.20 mmol) 5-(2-chloroethyl)-oxindole, 0.68 grams (6.40 mmol) sodium carbonate, 2 mg sodium iodide, and 30 ml methylisobutyl ketone. The reaction was refluxed 40 hours, cooled, filtered, and evaporated. The residue was chromatographed on silica gel, eluting the byproducts with ethyl acetate (1:1) and the product with 4% methanol in ethyl acetat... The reactants are C(C)N1C=NC=C1[N+](=O)[O-] (1-ethyl-5-nitroimidazole), C(CC)N1C=NC=C1[N+](=O)[O-] (1-propyl-5-nitroimidazole), C(CCC)N1C=NC=C1[N+](=O)[O-] (1-n-butyl-5-nitroimidazole), 4(5)-nitroimidazole, OCC=1NC(=CN1)[N+](=O)[O-] (2-hydroxymethyl-5-nitroimidazole), C(C)N1C(=NC=C1[N+](=O)[O-])CO (1-ethyl-2-hydroxymethyl-5-nitroimidazole), C(CCC)N1C(=NC=C1[N+](=O)[O-])CO (1-n-butyl-2-hydroxymethyl-5-nitroimidazole), C(CC)N1C(=NC=C1[N+](=O)[O-])CO (1-propyl-2-hydroxymethyl-5-nitroimidazole). Product: CN1C(=NC=C1[N+](=O)[O-])CO (1-Methyl-2-hydroxymethyl-5-nitroimidazole). RXN SMILES: C(N1C([N+]([O-])=O)=CN=C1)C.C(N1C([N+]([O-])=O)=CN=C1)CC.C(N1C([N+]([O-])=O)=CN=C1)CCC.[CH2:34]([N:36]1[C:40]([N+:41]([O-:43])=[O:42])=[CH:39][N:38]=[C:37]1[CH2:44][OH:45])C.C(N1C([N+]([O-])=O)=CN=C1CO)CC.C(N1C([N+]([O-])=O)=CN=C1CO)CCC.OCC1NC([N+]([O-])=O)=CN=1>>[CH3:34][N:36]1[C:40]([N+:41]([O-:43])=[O:42])=[CH:39][N:38]=[C:37]1[CH2:44][OH:45]. Procedure details: When 1-ethyl-5-nitroimidazole, 1-propyl-5-nitroimidazole, 1-n-butyl-5-nitroimidazole, and 4(5)-nitroimidazole are used in the above reaction, respectively, the following compounds are prepared: 1-ethyl-2-hydroxymethyl-5-nitroimidazole; 1-propyl-2-hydroxymethyl-5-nitroimidazole; 1-n-butyl-2-hydroxymethyl-5-nitroimidazole; and 2-hydroxymethyl-5-nitroimidazole. Starting materials: C(#N)C1=C(C=CC=C1)C1=CC=C(C=C1)CNC1=C(C(=O)OC)C=CC=C1[N+](=O)[O-] (methyl 2-[[(2'-cyanobiphenyl-4-yl)methyl]amino]-3-nitrobenzoate), FeCl3.6H2O, C (charcoal), O.NN (Hydrazine hydrate). The solvent is CO (methanol), C1CCOC1 (THF). Yields the product NC=1C(=C(C(=O)OC)C=CC1)NCC1=CC=C(C=C1)C1=C(C=CC=C1)C#N (Methyl 3-amino-2-[[(2'-cyanobiphenyl-4-yl)methyl]amino]benzoate). RXN SMILES: [C:1]([C:3]1[CH:8]=[CH:7][CH:6]=[CH:5][C:4]=1[C:9]1[CH:14]=[CH:13][C:12]([CH2:15][NH:16][C:17]2[C:26]([N+:27]([O-])=O)=[CH:25][CH:24]=[CH:23][C:18]=2[C:19]([O:21][CH3:22])=[O:20])=[CH:11][CH:10]=1)#[N:2].C.O.NN>CO.C1COCC1>[NH2:27][C:26]1[C:17]([NH:16][CH2:15][C:12]2[CH:13]=[CH:14][C:9]([C:4]3[CH:5]=[CH:6][CH:7]=[CH:8][C:3]=3[C:1]#[N:2])=[CH:10][CH:11]=2)=[C:18]([CH:23]=[CH:24][CH:25]=1)[C:19]([O:21][CH3:22])=[O:20] |f:2.3|. Procedure details: A mixture of methyl 2-[[(2'-cyanobiphenyl-4-yl)methyl]amino]-3-nitrobenzoate (10 g), FeCl3.6H2O (0.1 g), activated charcoal (1 g) in a mixture of methanol (100 ml) and THF (50 ml) was heated under reflux for 30 min. Hydrazine hydrate (7.2 ml) was added dropwise to the reaction mixture and the mixture was then heated under reflux for 14 hours. The insoluble material was removed from the reaction mixture by filtration and the filtrate was concentrated to dryness. Aqueous sodium bicarbonate was add... The reactants are C(C)(=O)OCC (ethyl acetate), C(C1=CC=CC=C1)OC=1C(=CC(=C(C(=O)O)C1)C(C1=CC(=C(C(=C1)OC)OC)OC)=O)OC (5-benzyloxy-4-methoxy-2-(3,4,5-trimethoxybenzoyl)-benzoic acid), C([O-])([O-])=O.[K+].[K+] (potassium carbonate), BrC(C(=O)OC(C)(C)C)C(=O)OC(C)(C)C (di-tert-butyl bromomalonate). Solvent: O (water), CN(C=O)C (dimethylformamide). Reaction conditions: time 3 hour. Product: C(C1=CC=CC=C1)OC1=C(C=C2C(=C(OC(=O)C2=C1)C(=O)O)C1=CC(=C(C(=C1)OC)OC)OC)OC (7-benzyloxy-6-methoxy-4-(3,4,5-trimethoxyphenyl)isocoumarin-3-carboxylic acid). Isolated yield 71.5%. RXN SMILES: [CH2:1]([O:8][C:9]1[C:10]([O:32][CH3:33])=[CH:11][C:12]([C:18](=O)[C:19]2[CH:24]=[C:23]([O:25][CH3:26])[C:22]([O:27][CH3:28])=[C:21]([O:29][CH3:30])[CH:20]=2)=[C:13]([CH:17]=1)[C:14]([OH:16])=[O:15])[C:2]1[CH:7]=[CH:6][CH:5]=[CH:4][CH:3]=1.C(=O)([O-])[O-].[K+].[K+].Br[CH:41](C(OC(C)(C)C)=O)[C:42]([O:44]C(C)(C)C)=[O:43].C(OCC)(=O)C>CN(C)C=O.O>[CH2:1]([O:8][C:9]1[CH:17]=[C:13]2[C:12]([C:18]([C:19]3[CH:24]=[C:23]([O:25][CH3:26])[C:22]([O:27][CH3:28])=[C:21]([O:29][CH3:30])[CH:20]=3)=[C:41]([C:42]([OH:44])=[O:43])[O:16][C:14]2=[O:15])=[CH:11][C:10]=1[O:32][CH3:33])[C:2]1[CH:7]=[CH:6][CH:5]=[CH:4][CH:3]=1 |f:1.2.3|. Reported procedure: To a solution of 5-benzyloxy-4-methoxy-2-(3,4,5-trimethoxybenzoyl)-benzoic acid (90 g) in dimethylformamide (900 MI) are added potassium carbonate (60.5 g) and di-tert-butyl bromomalonate (64.6 g), and the mixture is stirred at room temperature for three hours. To the reaction mixture are added ethyl acetate and water. The ethyl acetate layer is separated, washed, dried, and concentrated under reduced pressure. To the residue is added a 4M solution of hydrogen chloride in ethyl acetate (500 ml),... Starting materials: BrC(Br)(Br)Br, Nc1ncnn2c(CCCCO)cc(-c3cccc(OCc4ccccc4)c3)c12, C1CCOC1, O, c1ccc(P(c2ccccc2)c2ccccc2)cc1. Yields the product Nc1ncnn2c(CCCCBr)cc(-c3cccc(OCc4ccccc4)c3)c12. As a reaction SMILES: [C:49]([Br:50])([Br:51])([Br:52])[Br:53].[NH2:1][c:2]1[n:3][cH:4][n:5][n:6]2[c:7]1[c:8](-[c:16]1[cH:17][c:18]([O:22][CH2:23][c:24]3[cH:25][cH:26][cH:27][cH:28][cH:29]3)[cH:19][cH:20][cH:21]1)[cH:9][c:10]2[CH2:11][CH2:12][CH2:13][CH2:14][OH:15].[O:55]1[CH2:56][CH2:57][CH2:58][CH2:59]1.[OH2:54].[c:30]1([P:31]([c:32]2[cH:33][cH:34][cH:35][cH:36][cH:37]2)[c:38]2[cH:39][cH:40][cH:41][cH:42][cH:43]2)[cH:44][cH:45][cH:46][cH:47][cH:48]1>>[NH2:1][c:2]1[n:3][cH:4][n:5][n:6]2[c:7]1[c:8](-[c:16]1[cH:17][c:18]([O:22][CH2:23][c:24]3[cH:25][cH:26][cH:27][cH:28][cH:29]3)[cH:19][cH:20][cH:21]1)[cH:9][c:10]2[CH2:11][CH2:12][CH2:13][CH2:14][Br:50]. Starting materials: ClC=1C(=NC2=CC=C(C=C2N1)C(=O)OC)C1=CC=C(C=C1)F (methyl 3-chloro-2-(4-fluorophenyl)quinoxaline-6-carboxylate), CC1(CNCCC1)C (3,3-dimethylpiperidine), CS(=O)C (DMSO). Run in O (H2O). Conditions: temperature 100 celsius, time 8 hour. The product is CC1(CN(CCC1)C=1C(=NC2=CC=C(C=C2N1)C(=O)OC)C1=CC=C(C=C1)F)C (Methyl 3-(3,3-dimethylpiperidin-1-yl)-2-(4-fluorophenyl)quinoxaline-6-carboxylate). Reaction SMILES: Cl[C:2]1[C:3]([C:16]2[CH:21]=[CH:20][C:19]([F:22])=[CH:18][CH:17]=2)=[N:4][C:5]2[C:10]([N:11]=1)=[CH:9][C:8]([C:12]([O:14][CH3:15])=[O:13])=[CH:7][CH:6]=2.[CH3:23][C:24]1([CH3:30])[CH2:29][CH2:28][CH2:27][NH:26][CH2:25]1.CS(C)=O>O>[CH3:23][C:24]1([CH3:30])[CH2:29][CH2:28][CH2:27][N:26]([C:2]2[C:3]([C:16]3[CH:21]=[CH:20][C:19]([F:22])=[CH:18][CH:17]=3)=[N:4][C:5]3[C:10]([N:11]=2)=[CH:9][C:8]([C:12]([O:14][CH3:15])=[O:13])=[CH:7][CH:6]=3)[CH2:25]1. Procedure: Into a 10-mL sealed tube, was placed methyl 3-chloro-2-(4-fluorophenyl)quinoxaline-6-carboxylate (150 mg, 0.47 mmol, 1.00 equiv), 3,3-dimethylpiperidine (107 mg, 0.95 mmol, 2.00 equiv), DMSO (2 mL). The resulting solution was stirred overnight at 100° C. in an oil bath. The resulting solution was diluted with 20 mL of H2O. The resulting solids were collected by filtration. The residue was purified by silica gel column chromatography with ethyl acetate/petroleum ether (1:40). This resulted in 120...